Dataset: the Open Reaction Database (ORD), a public repository of structured organic reaction records. Task: describe an organic reaction: reactants, conditions, products, and yield Starting materials: 10.6, C1(=CC=CC=C1)CN[C@H]1[C@@H](CN(CC1)CCNC1=NC=CC=N1)O (trans-4-[(phenylmethyl)amino]-1-[2-(2-pyrimidinylamino)ethyl]-3-piperidinol), [H][H] (hydrogen). The reagents and catalysts are [Pd] (palladium-on-charcoal). Run in CO (methanol). Yields the product N[C@H]1[C@@H](CN(CC1)CCNC1=NC=CC=N1)O (trans-4-amino-1-[2-(2-pyrimidinylamino)ethyl]-3-piperidinol). Yield: 86.9%. RXN SMILES: C1(C[NH:8][C@@H:9]2[CH2:14][CH2:13][N:12]([CH2:15][CH2:16][NH:17][C:18]3[N:23]=[CH:22][CH:21]=[CH:20][N:19]=3)[CH2:11][C@H:10]2[OH:24])C=CC=CC=1.[H][H]>[Pd].CO>[NH2:8][C@@H:9]1[CH2:14][CH2:13][N:12]([CH2:15][CH2:16][NH:17][C:18]2[N:19]=[CH:20][CH:21]=[CH:22][N:23]=2)[CH2:11][C@H:10]1[OH:24]. Procedure: A mixture of 10.6 parts of trans-4-[(phenylmethyl)amino]-1-[2-(2-pyrimidinylamino)ethyl]-3-piperidinol and 200 parts of methanol was hydrogenated at normal pressure and at room temperature with 2 parts of palladium-on-charcoal catalyst 10%. After the calculated amount of hydrogen was taken up, the catalyst was filtered off and the filtrate was evaporated. The residue was purified by column chromatography over silica gel using a mixture of trichloromethane and methanol, saturated with ammonia, (9... The reactants are O=C(O)c1ccccc1I(=O)=O, O=[N+]([O-])c1cccc(CCO)c1, C1CCOC1. The product is O=CCc1cccc([N+](=O)[O-])c1. Reaction SMILES: [I:1]([c:2]1[cH:3][cH:4][cH:5][cH:6][c:7]1[C:8]([OH:9])=[O:10])(=[O:11])=[O:12].[N+:13](=[O:14])([O-:15])[c:16]1[cH:17][c:18]([CH2:22][CH2:23][OH:24])[cH:19][cH:20][cH:21]1.[O:25]1[CH2:26][CH2:27][CH2:28][CH2:29]1>>[N+:13](=[O:14])([O-:15])[c:16]1[cH:17][c:18]([CH2:22][CH:23]=[O:24])[cH:19][cH:20][cH:21]1.